Dataset: the Open Reaction Database (ORD), a public repository of structured organic reaction records. Task: describe an organic reaction: reactants, conditions, products, and yield Reactants: C(C1=CC=CC=C1)SC1=NN2C(N=C(C=C2O)CF)=N1 (2-benzylthio-5-fluoromethyl-7-hydroxy-1,2,4-triazolo[1,5-a]pyrimidine), P(=O)(Cl)(Cl)Cl (phosphorus oxychloride), O (water). Solvent: C(Cl)Cl (methylene chloride), CCCCCC (hexane), C(Cl)Cl (methylene chloride). Reaction conditions: time 30 minute. Product: C(C1=CC=CC=C1)SC1=NN2C(N=C(C=C2Cl)CF)=N1 (2-Benzylthio-5-fluoromethyl-7-chloro-1,2,4-triazolo[1,5-a]pyrimidine). Reaction SMILES: [CH2:1]([S:8][C:9]1[N:20]=[C:12]2[N:13]=[C:14]([CH2:18][F:19])[CH:15]=[C:16](O)[N:11]2[N:10]=1)[C:2]1[CH:7]=[CH:6][CH:5]=[CH:4][CH:3]=1.P(Cl)(Cl)([Cl:23])=O.O>C(Cl)Cl.CCCCCC>[CH2:1]([S:8][C:9]1[N:20]=[C:12]2[N:13]=[C:14]([CH2:18][F:19])[CH:15]=[C:16]([Cl:23])[N:11]2[N:10]=1)[C:2]1[CH:7]=[CH:6][CH:5]=[CH:4][CH:3]=1. Procedure details: A mixture of 17.0 g (58.6 mmol) of 2-benzylthio-5-fluoromethyl-7-hydroxy-1,2,4-triazolo[1,5-a]pyrimidine and 100 ml of phosphorus oxychloride was heated at reflux for three hours and was then concentrated by simple distillation using a water aspirator to reduce the pressure to obtain a dark, viscous oil. This was dissolved in 300 ml of methylene chloride and treated cautiously with stirring with 200 ml of water. The mixture was stirred vigorously for 30 min. at ambient temperature and then allow... Starting materials: C(=O)(OC(C)(C)C)NCC1=CC=C(C=C1)C=1OC=C(N1)C(=O)OC (methyl 2-[4-(N-Boc-aminomethyl)-phenyl]-oxazol-4-ylcarboxylate), CO (methanol), [Li+].[OH-] (LiOH), Cl (HCl). The solvent is C1CCOC1 (THF). Reaction conditions: time 3 hour. Product: C(=O)(OC(C)(C)C)NCC1=CC=C(C=C1)C=1OC=C(N1)C(=O)O (2-[4-(N-Boc-aminomethyl)phenyl]-oxazol-4-ylcarboxylic acid). The yield is 99.2%. Reaction SMILES: [C:1]([NH:8][CH2:9][C:10]1[CH:15]=[CH:14][C:13]([C:16]2[O:17][CH:18]=[C:19]([C:21]([O:23]C)=[O:22])[N:20]=2)=[CH:12][CH:11]=1)([O:3][C:4]([CH3:7])([CH3:6])[CH3:5])=[O:2].CO.[Li+].[OH-].Cl>C1COCC1>[C:1]([NH:8][CH2:9][C:10]1[CH:11]=[CH:12][C:13]([C:16]2[O:17][CH:18]=[C:19]([C:21]([OH:23])=[O:22])[N:20]=2)=[CH:14][CH:15]=1)([O:3][C:4]([CH3:5])([CH3:7])[CH3:6])=[O:2] |f:2.3|. Procedure: To a solution of methyl 2-[4-(N-Boc-aminomethyl)-phenyl]-oxazol-4-ylcarboxylate (1.66 g, 5 mmol) in THF (25 ml)/methanol (25 ml) was added 1M aqueous LiOH (25 ml, 25 mmol). After stirring at room temperature for 3 h, the solution was acidified with 2M aqueous HCl to pH 5-6, and partitioned between ethyl acetate (150 ml) and water (150 ml). The organic layer was washed with brine (150 ml), dried over sodium sulfate and concentrated in vacuo giving the title compound as a white solid (1.58 g, 4.96... The reactants are CC(C)(C)CN1Cc2c(cc(Cl)c3[nH]ncc23)CC(CC(=O)N2CCC(N3Cc4ccccc4NC3=O)CC2)C1=O, O=c1[nH]c(-c2ccccn2)cn1C1CCNCC1. Product: CC(C)(C)CN1Cc2c(cc(Cl)c3[nH]ncc23)CC(CC(=O)N2CCC(n3cc(-c4ccccn4)[nH]c3=O)CC2)C1=O. Reaction SMILES: [Cl:19][c:20]1[cH:21][c:22]2[c:23]([c:24]3[cH:25][n:26][nH:27][c:28]13)[CH2:29][N:30]([CH2:55][C:56]([CH3:57])([CH3:58])[CH3:59])[C:31](=[O:54])[CH:32]([CH2:34][C:35]([N:36]1[CH2:37][CH2:38][CH:39]([N:40]3[CH2:41][c:42]4[c:43]([cH:44][cH:45][cH:46][cH:47]4)[NH:48][C:49]3=[O:50])[CH2:51][CH2:52]1)=[O:53])[CH2:33]2.[NH:1]1[CH2:2][CH2:3][CH:4]([n:7]2[c:8](=[O:18])[nH:9][c:10](-[c:12]3[n:13][cH:14][cH:15][cH:16][cH:17]3)[cH:11]2)[CH2:5][CH2:6]1>>[N:1]1([C:35]([CH2:34][CH:32]2[C:31](=[O:54])[N:30]([CH2:55][C:56]([CH3:57])([CH3:58])[CH3:59])[CH2:29][c:23]3[c:22]([cH:21][c:20]([Cl:19])[c:28]4[c:24]3[cH:25][n:26][nH:27]4)[CH2:33]2)=[O:53])[CH2:2][CH2:3][CH:4]([n:7]2[c:8](=[O:18])[nH:9][c:10](-[c:12]3[n:13][cH:14][cH:15][cH:16][cH:17]3)[cH:11]2)[CH2:5][CH2:6]1. The reactants are CC(=O)O[C@@H]1C[C@]2([C@@H](CC[C@@H]2O)C3=C1[C@@]4(C=5C(=COC5C3=O)C(=O)O[C@@H]4COC)C)C (17-hydroxywortmannin), C(C1=CC=CC=C1)NCCC#N (3-benzylamino-propionitrile). Solvent: C(Cl)Cl (CH2Cl2). Reaction conditions: time 12 hour. Product: C(C1=CC=CC=C1)N(CCC#N)C=C1C(OC(C2(C=3C(CC4(C(CCC4C3C(C(=C12)O)=O)O)C)OC(C)=O)C)COC)=O (Acetic acid 4-{[benzyl-(2-cyano-ethyl)-amino]-methylene}-6,17-dihydroxy-1-methoxymethyl-10,13-dimethyl-3,7-dioxo-1,3,4,7,10,11,12,13,14,15,16,17-dodecahydro-2-oxa-cyclopenta[a]phenanthren-11-yl ester). Reaction SMILES: [CH3:1][C:2]([O:4][C@H:5]1[C:14]2[C@@:15]3([CH3:30])[C@@H:26]([CH2:27][O:28][CH3:29])[O:25][C:23](=[O:24])[C:17]4=[CH:18][O:19][C:20]([C:21](=[O:22])[C:13]=2[C@@H:8]2[CH2:9][CH2:10][C@H:11]([OH:12])[C@@:7]2([CH3:31])[CH2:6]1)=[C:16]34)=[O:3].[CH2:32]([NH:39][CH2:40][CH2:41][C:42]#[N:43])[C:33]1[CH:38]=[CH:37][CH:36]=[CH:35][CH:34]=1>C(Cl)Cl>[CH2:32]([N:39]([CH:18]=[C:17]1[C:16]2[C:15]([CH3:30])([C:14]3[CH:5]([O:4][C:2](=[O:3])[CH3:1])[CH2:6][C:7]4([CH3:31])[CH:8]([C:13]=3[C:21](=[O:22])[C:20]=2[OH:19])[CH2:9][CH2:10][CH:11]4[OH:12])[CH:26]([CH2:27][O:28][CH3:29])[O:25][C:23]1=[O:24])[CH2:40][CH2:41][C:42]#[N:43])[C:33]1[CH:38]=[CH:37][CH:36]=[CH:35][CH:34]=1. Procedure: To a solution of 100 mg (0.23 mmol) 17-hydroxywortmannin in 2 mL CH2Cl2 is added 3-benzylamino-propionitrile (73 μL, 0.46 mmol). The reaction mixture is stirred at room temperature for 12 hours and then concentrated in vacuo. The residue is dissolved in EtOAc and precipitated with hexane. The precipitate is washed two times with hexane to give the product as a yellow solid. MS (ESI) m/z 592 (M+H). The reactants are N1C(=NC=C1)CC1CC=2C=CC(=CC2CC1)C(=O)OCC (ethyl 6-(1-imidazolylmethyl)-5,6,7,8-tetrahydro-2-naphthalenecarboxylate), [OH-].[Na+] (sodium hydroxide), CO (methanol). Reaction SMILES: [NH:1]1[CH:5]=[CH:4][N:3]=[C:2]1[CH2:6][CH:7]1[CH2:16][CH2:15][C:14]2[CH:13]=[C:12]([C:17]([O:19]CC)=[O:18])[CH:11]=[CH:10][C:9]=2[CH2:8]1.[OH-].[Na+].CO>O>[NH:1]1[CH:5]=[CH:4][N:3]=[C:2]1[CH2:6][CH:7]1[CH2:16][CH2:15][C:14]2[CH:13]=[C:12]([C:17]([OH:19])=[O:18])[CH:11]=[CH:10][C:9]=2[CH2:8]1 |f:1.2|. Solvent: O (water). Isolated yield 54.8%. The product is N1C(=NC=C1)CC1CC=2C=CC(=CC2CC1)C(=O)O (6-(1-imidazolylmethyl)-5,6,7,8-tetrahydro-2-naphthalenecarboxylic acid). Procedure: A mixture of 2.31 g of ethyl 6-(1-imidazolylmethyl)-5,6,7,8-tetrahydro-2-naphthalenecarboxylate, 0.49 g of sodium hydroxide, 60 ml of methanol and 20 ml of water was heated under reflux for 4 hours. Methanol was distilled off in vacuo and 50 ml of water was added to the residue. Chloroform was added to the mixture and the aqueous layer was separated. The aqueous solution was adjusted to pH 6 with 2 normal hydrochloric acid. The precipitate formed was collected by filtration and washed with water... Reactants: C(=O)(OC(C)(C)C)N([C@@H](C(C)C)C=O)C (N-Boc-N-methyl-l-valinal), C(=O)(OCC)CC=P(C1=CC=CC=C1)(C1=CC=CC=C1)C1=CC=CC=C1 ((carbethoxyethylidene)triphenylphosphorane). Run in O (water), C(Cl)Cl (CH2Cl2). Conditions: time 4 hour. The product is C(=O)(OC(C)(C)C)N([C@H](/C=C(/C(=O)OCC)\C)C(C)C)C (Ethyl (2E,4S)-N-Boc-N-methyl-4-amino-2.5-dimethylhex-2-enoate). The yield is 81.8%. Reaction SMILES: [C:1]([N:8]([CH3:15])[C@H:9]([CH:13]=O)[CH:10]([CH3:12])[CH3:11])([O:3][C:4]([CH3:7])([CH3:6])[CH3:5])=[O:2].[C:16]([CH2:21][CH:22]=P(C1C=CC=CC=1)(C1C=CC=CC=1)C1C=CC=CC=1)([O:18][CH2:19][CH3:20])=[O:17]>C(Cl)Cl.O>[C:1]([N:8]([CH3:15])[C@@H:9]([CH:10]([CH3:12])[CH3:11])/[CH:13]=[C:21](\[CH3:22])/[C:16]([O:18][CH2:19][CH3:20])=[O:17])([O:3][C:4]([CH3:7])([CH3:6])[CH3:5])=[O:2]. Reported procedure: To a solution of aldehyde 13 (1.75 g, 8.7 mmol) in dry CH2Cl2 (9.0 mL) under an argon atmosphere at room temperature was added (carbethoxyethylidene)triphenylphosphorane (4.19 g, 11.3 mmol) and stirring was continued for a 4 h. The reaction mixture was diluted with water (100 mL) and extracted with diethyl ether (3×100 mL). The combined organic extracts were washed with saturated aqueous sodium chloride (100 mL), dried with magnesium sulfate and concentrated in vacuo. The crude oil was purified ... Starting materials: O=S(=O)(Cl)c1ccccc1OC(F)(F)F, Cc1n[nH]c(=O)n1N, c1ccncc1. Yields the product Cc1n[nH]c(=O)n1NS(=O)(=O)c1ccccc1OC(F)(F)F. As a reaction SMILES: [F:9][C:10]([O:11][c:12]1[c:13]([S:18](=[O:19])(=[O:20])[Cl:21])[cH:14][cH:15][cH:16][cH:17]1)([F:22])[F:23].[NH2:1][n:2]1[c:3](=[O:8])[nH:4][n:5][c:6]1[CH3:7].[cH:24]1[cH:25][cH:26][n:27][cH:28][cH:29]1>>[NH:1]([n:2]1[c:3](=[O:8])[nH:4][n:5][c:6]1[CH3:7])[S:18]([c:13]1[c:12]([O:11][C:10]([F:9])([F:22])[F:23])[cH:17][cH:16][cH:15][cH:14]1)(=[O:19])=[O:20].